Dataset: the Open Reaction Database (ORD), a public repository of structured organic reaction records. Task: describe an organic reaction: reactants, conditions, products, and yield Starting materials: Cl (HCl), ice water, [OH-].[Na+] (NaOH), 4.4, COC1=CC=C(C=C1)C1=NN2C(C=CC=C2)=C1C(C(C)C)=O (1-(2-(4-methoxyphenyl)pyrazolo[1,5-a]pyridin-3-yl)-2-methylpropan-1-one), Cl.NO (hydroxylamine hydrochloride). The solvent is O (water), CCO (EtOH). The product is COC1=CC=C(C=C1)C1=NN2C(C=CC=C2)=C1C(C(C)C)=NO (1-(2-(4-methoxyphenyl)pyrazolo[1,5-a]pyridin-3-yl)-2-methylpropan-1-one oxime). Yield: 50.5%. As a reaction SMILES: [CH3:1][O:2][C:3]1[CH:8]=[CH:7][C:6]([C:9]2[C:17]([C:18](=O)[CH:19]([CH3:21])[CH3:20])=[C:12]3[CH:13]=[CH:14][CH:15]=[CH:16][N:11]3[N:10]=2)=[CH:5][CH:4]=1.Cl.[NH2:24][OH:25].[OH-].[Na+].Cl>CCO.O>[CH3:1][O:2][C:3]1[CH:8]=[CH:7][C:6]([C:9]2[C:17]([C:18](=[N:24][OH:25])[CH:19]([CH3:21])[CH3:20])=[C:12]3[CH:13]=[CH:14][CH:15]=[CH:16][N:11]3[N:10]=2)=[CH:5][CH:4]=1 |f:1.2,3.4|. Procedure: To a solution of 4.4 (14.9 mmol) of 1-(2-(4-methoxyphenyl)pyrazolo[1,5-a]pyridin-3-yl)-2-methylpropan-1-one in 32 ml of anhydrous EtOH was added 4.15 g of hydroxylamine hydrochloride, followed by a solution of 13.73 g (14.9 mmol) of NaOH in 10 ml water dropwise. The mixture was stirred and refluxed over night. After cooling, the solution was poured into a solution of 6 ml 6N HCl and 100 ml ice water with stirring for 30 minutes. The mixture was extracted with ethyl acetate three times. The organ... Reactants: CCc1c(-c2cnc(Nc3ccc(N4CCOCC4)cc3)c3ncnn23)cnn1C1CCCCO1, CCc1nn(C2CCCCO2)cc1-c1cnc(Nc2ccc(N3CCOCC3)cc2)c2ncnn12, CO, Cl. The product is CCc1[nH]ncc1-c1cnc(Nc2ccc(N3CCOCC3)cc2)c2ncnn12. Reaction SMILES: [CH2:1]([CH3:2])[c:3]1[c:4](-[c:14]2[cH:15][n:16][c:17]([NH:23][c:24]3[cH:25][cH:26][c:27]([N:30]4[CH2:31][CH2:32][O:33][CH2:34][CH2:35]4)[cH:28][cH:29]3)[c:18]3[n:19]2[n:20][cH:21][n:22]3)[cH:5][n:6][n:7]1[CH:8]1[CH2:9][CH2:10][CH2:11][CH2:12][O:13]1.[CH2:36]([c:37]1[c:38](-[c:39]2[n:40]3[n:41][cH:42][n:43][c:44]3[c:45]([NH:46][c:47]3[cH:48][cH:49][c:50]([N:51]4[CH2:52][CH2:53][O:54][CH2:55][CH2:56]4)[cH:57][cH:58]3)[n:59][cH:60]2)[cH:61][n:62]([CH:63]2[CH2:64][CH2:65][CH2:66][CH2:67][O:68]2)[n:69]1)[CH3:70].[CH3:72][OH:73].[ClH:71]>>[CH2:1]([CH3:2])[c:3]1[c:4](-[c:14]2[cH:15][n:16][c:17]([NH:23][c:24]3[cH:25][cH:26][c:27]([N:30]4[CH2:31][CH2:32][O:33][CH2:34][CH2:35]4)[cH:28][cH:29]3)[c:18]3[n:19]2[n:20][cH:21][n:22]3)[cH:5][n:6][nH:7]1. The reactants are OO.NC(=O)N (H2O2 urea), [N+](=O)([O-])C=1C(=NC=CC1)C1=CC=CC=C1 (3-nitro-2-phenyl-pyridine), FC(C(=O)OC(C(F)(F)F)=O)(F)F (trifluoroacetic acid anhydride). Solvent: ClCCl (dichloromethane). Conditions: temperature 10 celsius, time 45 minute. Product: [N+](=O)([O-])C=1C(=[N+](C=CC1)[O-])C1=CC=CC=C1 (3-Nitro-2-phenyl-pyridine-1-oxide). Yield: 75.3%. Reaction SMILES: [N+:1]([C:4]1[C:5]([C:10]2[CH:15]=[CH:14][CH:13]=[CH:12][CH:11]=2)=[N:6][CH:7]=[CH:8][CH:9]=1)([O-:3])=[O:2].OO.NC(N)=[O:20].FC(F)(F)C(OC(=O)C(F)(F)F)=O>ClCCl>[N+:1]([C:4]1[C:5]([C:10]2[CH:11]=[CH:12][CH:13]=[CH:14][CH:15]=2)=[N+:6]([O-:20])[CH:7]=[CH:8][CH:9]=1)([O-:3])=[O:2] |f:1.2|. Reported procedure: In a 250 mL three-necked round-bottomed flask equipped with a thermometer, droppingbfunnel and a condensor, 11.62 g of 3-nitro-2-phenyl-pyridine is dissolved in 58.0 ml of dichloromethane. Then, 13.65 g of H2O2 urea adduct is added. Under cooling with an ice/water bath, 16.40 ml trifluoroacetic acid anhydride is added dropwise over 25 minutes (temperature below 12° C.). After stirring at 10° C. for 45 minutes, the cooling bath is removed and the mixture is stirred at an ambient temperature for 1... Starting materials: NC(CCCCC(=O)OC)C1=C(C=CC=C1OC)OC (methyl 6-amino-6-(2,6-dimethoxyphenyl)hexanoate), C1(=CC=CC=C1)C1=CC=CC(=N1)C=O (6-phenylpicolinaldehyde). Product: COC1=C(C(=CC=C1)OC)C1CCCCC(N1CC1=NC(=CC=C1)C1=CC=CC=C1)=O (7-(2,6-dimethoxyphenyl)-1-((6-phenylpyridin-2-yl)methyl)azepan-2-one). As a reaction SMILES: [NH2:1][CH:2]([C:11]1[C:16]([O:17][CH3:18])=[CH:15][CH:14]=[CH:13][C:12]=1[O:19][CH3:20])[CH2:3][CH2:4][CH2:5][CH2:6][C:7]([O:9]C)=O.[C:21]1([C:27]2[N:32]=[C:31]([CH:33]=O)[CH:30]=[CH:29][CH:28]=2)[CH:26]=[CH:25][CH:24]=[CH:23][CH:22]=1>>[CH3:20][O:19][C:12]1[CH:13]=[CH:14][CH:15]=[C:16]([O:17][CH3:18])[C:11]=1[CH:2]1[N:1]([CH2:33][C:31]2[CH:30]=[CH:29][CH:28]=[C:27]([C:21]3[CH:26]=[CH:25][CH:24]=[CH:23][CH:22]=3)[N:32]=2)[C:7](=[O:9])[CH2:6][CH2:5][CH2:4][CH2:3]1. Reported procedure: Prepared according to the described general procedure 1 (GP1) by reaction of methyl 6-amino-6-(2,6-dimethoxyphenyl)hexanoate with 6-phenylpicolinaldehyde. Subsequent purification by preparative HPLC afforded the target compound. LC-MS (conditions A): tR=0.76 min.; [M+H]+: 417.22 g/mol. Starting materials: ClC1=NC=CC(=N1)C=1C=NN(C1)C1(CC(C1)C#N)CC#N (3-(4-(2-chloropyrimidin-4-yl)-1H-pyrazol-1-yl)-3-(cyanomethyl)-cyclobutanecarbonitrile), [N+](=O)([O-])C1=CC=C(OCCN2CCCC2)C=C1 (1-[2-(4-nitrophenoxy)ethyl]pyrrolidine). The product is C(#N)CC1(CC(C1)C#N)N1N=CC(=C1)C1=NC(=NC=C1)NC1=CC=C(C=C1)OCCN1CCCC1 (3-(cyanomethyl)-3-[4-(2-{[4-(2-pyrrolidin-1-ylethoxy)phenyl]amino}pyrimidin-4-yl)-1H-pyrazol-1-yl]cyclobutanecarbonitrile). RXN SMILES: Cl[C:2]1[N:7]=[C:6]([C:8]2[CH:9]=[N:10][N:11]([C:13]3([CH2:19][C:20]#[N:21])[CH2:16][CH:15]([C:17]#[N:18])[CH2:14]3)[CH:12]=2)[CH:5]=[CH:4][N:3]=1.[N+:22]([C:25]1[CH:38]=[CH:37][C:28]([O:29][CH2:30][CH2:31][N:32]2[CH2:36][CH2:35][CH2:34][CH2:33]2)=[CH:27][CH:26]=1)([O-])=O>>[C:20]([CH2:19][C:13]1([N:11]2[CH:12]=[C:8]([C:6]3[CH:5]=[CH:4][N:3]=[C:2]([NH:22][C:25]4[CH:38]=[CH:37][C:28]([O:29][CH2:30][CH2:31][N:32]5[CH2:36][CH2:35][CH2:34][CH2:33]5)=[CH:27][CH:26]=4)[N:7]=3)[CH:9]=[N:10]2)[CH2:16][CH:15]([C:17]#[N:18])[CH2:14]1)#[N:21]. Procedure: The cis- and trans-isomers of the titled compound were prepared as a racemic mixture according to the procedure described in example 306, using 3-(4-(2-chloropyrimidin-4-yl)-1H-pyrazol-1-yl)-3-(cyanomethyl)-cyclobutanecarbonitrile and 1-[2-(4-nitrophenoxy)ethyl]pyrrolidine as starting materials. First isomer retention time 1.055 min, LCMS (M+H) 469.4. Second peak retention time 1.072 min, LCMS (M+H) 469.4. Starting materials: C(C)(C)(C)OC(=O)N1C[C@H](CC1)OC1=C(C=CC(=C1)F)NC=1C2=C(N=CN1)SC(=C2C)C(=O)O (4-[2-((S)-1-tert-butoxycarbonyl-pyrrolidin-3-yloxy)-4-fluoro-phenylamino]-5-methyl-thieno[2,3-d]pyrimidine-6-carboxylic acid), N (ammonia). The solvent is CO (methanol). Yields the product C(C)(C)(C)OC(=O)N1C[C@H](CC1)OC1=C(C=CC(=C1)F)NC=1C2=C(N=CN1)SC(=C2C)C(=O)N (4-[2-((S)-1-tert-Butoxycarbonyl-pyrrolidin-3-yloxy)-4-fluoro-phenylamino]-5-methyl-thieno[2,3-d]pyrimidine-6-carboxylic acid amide). Reaction SMILES: [C:1]([O:5][C:6]([N:8]1[CH2:12][CH2:11][C@H:10]([O:13][C:14]2[CH:19]=[C:18]([F:20])[CH:17]=[CH:16][C:15]=2[NH:21][C:22]2[C:23]3[C:30]([CH3:31])=[C:29]([C:32](O)=[O:33])[S:28][C:24]=3[N:25]=[CH:26][N:27]=2)[CH2:9]1)=[O:7])([CH3:4])([CH3:3])[CH3:2].[NH3:35]>CO>[C:1]([O:5][C:6]([N:8]1[CH2:12][CH2:11][C@H:10]([O:13][C:14]2[CH:19]=[C:18]([F:20])[CH:17]=[CH:16][C:15]=2[NH:21][C:22]2[C:23]3[C:30]([CH3:31])=[C:29]([C:32]([NH2:35])=[O:33])[S:28][C:24]=3[N:25]=[CH:26][N:27]=2)[CH2:9]1)=[O:7])([CH3:4])([CH3:2])[CH3:3]. Reported procedure: Prepared analogously to example 1.4 from 4-[2-((S)-1-tert-butoxycarbonyl-pyrrolidin-3-yloxy)-4-fluoro-phenylamino]-5-methyl-thieno[2,3-d]pyrimidine-6-carboxylic acid and ammonia in methanol. Starting materials: obtained product, C1(=CC=CC=C1)B(O)O (phenyl boronic acid), C([O-])([O-])=O.[Na+].[Na+] (sodium carbonate), ClC1=CC=C(C(=O)N2CC(NC3=C(C2)C=CC=C3)=O)C=C1 (4-(4-chlorobenzoyl)-1,3,4,5-tetrahydrobenzo[e][1,4]diazepin-2-on), IC1=CC=C(CBr)C=C1 (4-iodobenzyl bromide), [H-].[Na+] (sodium hydride). Reagents/catalysts: C1=CC=C(C=C1)P([C-]2C=CC=C2)C3=CC=CC=C3.C1=CC=C(C=C1)P([C-]2C=CC=C2)C3=CC=CC=C3.Cl[Pd]Cl.[Fe+2] ([1,1′-bis(diphenylphosphino)ferrocene]dichloropalladium), C1(=CC=CC=C1)P([C-]1C=CC=C1)C1=CC=CC=C1.[C-]1(C=CC=C1)P(C1=CC=CC=C1)C1=CC=CC=C1.[Fe+2] (1,1′-bisdiphenylphosphinoferrocene). Run in C1(=CC=CC=C1)C (toluene), O (water), CN(C)C=O (DMF). Run at time 30 minute. Yields the product C1(=CC=C(C=C1)CN1C(CN(CC2=C1C=CC=C2)C(C2=CC=C(C=C2)Cl)=O)=O)C2=CC=CC=C2 (1-(1,1′-biphenyl-4-ylmethyl)-4-(4-chlorobenzoyl)-1,3,4,5-tetrahydrobenzo[e][1,4]diazepin-2-on). Reaction SMILES: [Cl:1][C:2]1[CH:21]=[CH:20][C:5]([C:6]([N:8]2[CH2:14][C:13]3[CH:15]=[CH:16][CH:17]=[CH:18][C:12]=3[NH:11][C:10](=[O:19])[CH2:9]2)=[O:7])=[CH:4][CH:3]=1.[H-].[Na+].I[C:25]1[CH:32]=[CH:31][C:28]([CH2:29]Br)=[CH:27][CH:26]=1.[C:33]1(B(O)O)[CH:38]=[CH:37][CH:36]=[CH:35][CH:34]=1.C(=O)([O-])[O-].[Na+].[Na+]>CN(C=O)C.C1C=CC(P(C2C=CC=CC=2)[C-]2C=CC=C2)=CC=1.C1C=CC(P(C2C=CC=CC=2)[C-]2C=CC=C2)=CC=1.Cl[Pd]Cl.[Fe+2].C1(P(C2C=CC=CC=2)[C-]2C=CC=C2)C=CC=CC=1.[C-]1(P(C2C=CC=CC=2)C2C=CC=CC=2)C=CC=C1.[Fe+2].C1(C)C=CC=CC=1.O>[C:25]1([C:33]2[CH:38]=[CH:37][CH:36]=[CH:35][CH:34]=2)[CH:32]=[CH:31][C:28]([CH2:29][N:11]2[C:12]3[CH:18]=[CH:17][CH:16]=[CH:15][C:13]=3[CH2:14][N:8]([C:6](=[O:7])[C:5]3[CH:20]=[CH:21][C:2]([Cl:1])=[CH:3][CH:4]=3)[CH2:9][C:10]2=[O:19])=[CH:27][CH:26]=1 |f:1.2,5.6.7,9.10.11.12,13.14.15|. Reported procedure: 300 mg (1.0 mmol) of 4-(4-chlorobenzoyl)-1,3,4,5-tetrahydrobenzo[e][1,4]diazepin-2-on was dissolved in 10 ml of DMF. 50 mg (1.25 mmol) of sodium hydride was added to the obtained solution, and they were stirred at room temperature for 30 minutes. 300 mg (1.0 mmol) of 4-iodobenzyl bromide was added to the obtained mixture, and they were stirred at room temperature overnight. After the treatment with ethyl acetate as the extracting solvent by an ordinary method, the solvent was evaporated, and the... Starting materials: OCC(C1NCCC2=CC(=C(C=C12)OC)OC)CO (1-[bis(hydroxymethyl)-methyl]-6,7-dimethoxy-1,2,3,4-tetrahydroisoquinoline), C=O (formaldehyde), Cl (hydrogen chloride). Solvent: C(=O)O (formic acid). Conditions: time 10 hour. Product: Cl.OCC(C1N(CCC2=CC(=C(C=C12)OC)OC)C)CO (1-[bis(hydroxymethyl)-methyl]-2-methyl-6,7-dimethoxy-1,2,3,4-tetrahydroisoquinoline hydrochloride). Yield: 70.0%. RXN SMILES: [OH:1][CH2:2][CH:3]([CH2:18][OH:19])[CH:4]1[C:13]2[C:8](=[CH:9][C:10]([O:16][CH3:17])=[C:11]([O:14][CH3:15])[CH:12]=2)[CH2:7][CH2:6][NH:5]1.[CH2:20]=O.[ClH:22]>C(O)=O>[ClH:22].[OH:1][CH2:2][CH:3]([CH2:18][OH:19])[CH:4]1[C:13]2[C:8](=[CH:9][C:10]([O:16][CH3:17])=[C:11]([O:14][CH3:15])[CH:12]=2)[CH2:7][CH2:6][N:5]1[CH3:20] |f:4.5|. Reported procedure: To 0.0125 mole (3.33 g) of 1-[bis(hydroxymethyl)-methyl]-6,7-dimethoxy-1,2,3,4-tetrahydroisoquinoline 15 ml of a 37% aqueous formaldehyde solution and 15 ml of 99% formic acid are added, and the mixture is kept at 100 C.° for 10 hours. After cooling, 50 ml of a 15% aqueous hydrogen chloride solution is added to the reaction mixture, which is then evaporated under reduced pressure. The residue is thoroughly dehydrated and triturated with a small amount of acetone to yield the aimed compound with ...